Task: describe an organic reaction: reactants, conditions, products, and yield. Dataset: the Open Reaction Database (ORD), a public repository of structured organic reaction records Starting materials: C1OC2=C(O1)C(=C(C=C2)Cl)N, CC(=O)NC1=NC=CC(=C1)Cl. Reagents/catalysts: C(=O)([O-])[O-].[Cs+].[Cs+], CC1(C2=C(C(=CC=C2)P(C3=CC=CC=C3)C4=CC=CC=C4)OC5=C1C=CC=C5P(C6=CC=CC=C6)C7=CC=CC=C7)C, CC(=O)O.CC(=O)O.[Pd]. The solvent is CC(=O)N(C)C. Run at temperature 150 celsius. Yields the product CC(=O)NC1=NC=CC(=C1)NC2=C(C=CC3=C2OCO3)Cl. Isolated yield 83.1%. Procedure: Reaction carried out in two batches in 20 ml microwave tubes. 5-chlorobenzo[d][1,3]dioxol-4-amine (1 g, 5.83 mmol), N-(4-chloropyridin-2-yl)acetamide (0.994 g, 5.83 mmol), XANTPHOS (0.405 g, 0.70 mmol), PALLADIUM(II) ACETATE (0.065 g, 0.29 mmol) and CESIUM CARBONATE (3.80 g, 11.66 mmol) were suspended in 2x DMA (12mL) and sealed into a microwave tube. The reaction was heated to 150 °C for 30 minutes in the microwave reactor and cooled to RT. LC/MS showed completion.  The reaction mixture was con...